From a dataset of the Open Reaction Database (ORD), a public repository of structured organic reaction records. describe an organic reaction: reactants, conditions, products, and yield Starting materials: S(=O)(=O)(C1=CC=C(C)C=C1)N1C=CC=2C1=NC=C(C2)C=NO (1-tosyl-1H-pyrrolo[2,3-b]pyridine-5-carbaldehyde oxime), [Cl-].[NH4+] (ammonium chloride). Reagents/catalysts: [Zn] (zinc). Run in CO (MeOH). The product is S(=O)(=O)(C1=CC=C(C)C=C1)N1C=CC=2C1=NC=C(C2)CN ((1-tosyl-1H-pyrrolo[2,3-b]pyridin-5-yl)methanamine). Isolated yield 87.8%. Reaction SMILES: [S:1]([N:11]1[C:15]2=[N:16][CH:17]=[C:18]([CH:20]=[N:21]O)[CH:19]=[C:14]2[CH:13]=[CH:12]1)([C:4]1[CH:10]=[CH:9][C:7]([CH3:8])=[CH:6][CH:5]=1)(=[O:3])=[O:2].[Cl-].[NH4+]>CO.[Zn]>[S:1]([N:11]1[C:15]2=[N:16][CH:17]=[C:18]([CH2:20][NH2:21])[CH:19]=[C:14]2[CH:13]=[CH:12]1)([C:4]1[CH:10]=[CH:9][C:7]([CH3:8])=[CH:6][CH:5]=1)(=[O:3])=[O:2] |f:1.2|. Procedure: To a solution of 1-tosyl-1H-pyrrolo[2,3-b]pyridine-5-carbaldehyde oxime (600 mg, 1.9 mmol) in MeOH (10 mL) was added zinc powder (600 mg, 9.5 mmol) and ammonium chloride (1.0 g, 19 mmol). The suspension was refluxed for 18 h and then the solid was filtered. The filtrate was diluted with DCM (200 mL) and water (50 mL). The organic layer was separated, dried (MgSO4), filtered, and concentrated to afford 503 mg (98%) of (1-tosyl-1H-pyrrolo[2,3-b]pyridin-5-yl)methanamine as yellow solid which was us... Starting materials: Cl.Cl.N1=CC(=CC=C1)C(CN1CCCC1)=O (1-(3-pyridinyl)-2-(1-pyrrolidinyl) ethanone dihydrochloride), CN (monomethylamine), C(#N)[BH3-].[Na+] (sodium cyanoborohydride). Run in O1CCCC1 (tetrahydrofuran). Reaction conditions: time 15 minute. Yields the product CNC(CN1CCCC1)C=1C=NC=CC1 (N-methyl-1-(3-pyridinyl)-2-(1-pyrrolidinyl)ethanamine). The yield is 59.8%. As a reaction SMILES: Cl.Cl.[N:3]1[CH:8]=[CH:7][CH:6]=[C:5]([C:9](=O)[CH2:10][N:11]2[CH2:15][CH2:14][CH2:13][CH2:12]2)[CH:4]=1.CN.[C:19]([BH3-])#[N:20].[Na+]>O1CCCC1>[CH3:19][NH:20][CH:9]([C:5]1[CH:4]=[N:3][CH:8]=[CH:7][CH:6]=1)[CH2:10][N:11]1[CH2:15][CH2:14][CH2:13][CH2:12]1 |f:0.1.2,4.5|. Reported procedure: 9 g (34.22 mmoles) of 1-(3-pyridinyl)-2-(1-pyrrolidinyl) ethanone dihydrochloride were suspended in 110 ml of tetrahydrofuran containing 20% of monomethylamine. After 15 mins. of stirring, 3.6 g (57.32 mmoles) of sodium cyanoborohydride were added at room temperature. After 24 h the reaction mixture was evaporated in vacuo to dryness. The residue was taken up with conc. NaOH solution and exhaustively extracted with diethyl ether. The organic solution was dried and evaporated in vacuo to dryness.... As a reaction SMILES: [Mg].Br[CH2:3][CH2:4][CH:5]=[CH2:6].Br[C:8]1[CH:15]=[CH:14][C:11]([C:12]#[N:13])=[CH:10][CH:9]=1.Cl>C1COCC1.[Zn+2].[Br-].[Br-].C1C=CC([P]([Pd]([P](C2C=CC=CC=2)(C2C=CC=CC=2)C2C=CC=CC=2)([P](C2C=CC=CC=2)(C2C=CC=CC=2)C2C=CC=CC=2)[P](C2C=CC=CC=2)(C2C=CC=CC=2)C2C=CC=CC=2)(C2C=CC=CC=2)C2C=CC=CC=2)=CC=1.C1(C)C=CC=CC=1>[CH2:3]([C:8]1[CH:15]=[CH:14][C:11]([C:12]#[N:13])=[CH:10][CH:9]=1)[CH2:4][CH:5]=[CH2:6] |f:5.6.7,^1:28,30,49,68|. Reactants: [Mg] (Magnesium), BrC1=CC=C(C#N)C=C1 (4-Bromobenzonitrile), Grignard reagent, BrCCC=C (4-Bromo-1-butene), Mg ZnBr2, Cl (HCl). Yield: 80.7%. Procedure details: Magnesium (4.2 g, 173 mmol) was activated by washing with dilute HCl, water and acetone and was then dried in vacuo. ZnBr2 (37 g, 165 mmol) was sublimed under reduced pressure (approx. 5-20 mmHg) by gentle heating in a glovebox. The glovebox was used as it was extremely humid in the lab. Mg and ZnBr2 were mixed in a dry 3-necked flask under N2 and dry THF (30 mL) was added. 4-Bromo-1-butene (25.1 g, 186 mmol) dissolved in dry THF (175 mL) was added dropwise to the Mg/ZnBr2 slurry and, during the... Run in C1CCOC1 (THF), C1CCOC1 (THF), C1(=CC=CC=C1)C (toluene), C1CCOC1 (THF). Conditions: temperature 50 celsius, time 8 hour. The reagents and catalysts are C=1C=CC(=CC1)[P](C=2C=CC=CC2)(C=3C=CC=CC3)[Pd]([P](C=4C=CC=CC4)(C=5C=CC=CC5)C=6C=CC=CC6)([P](C=7C=CC=CC7)(C=8C=CC=CC8)C=9C=CC=CC9)[P](C=1C=CC=CC1)(C=1C=CC=CC1)C=1C=CC=CC1 (Pd(PPh3)4), [Zn+2].[Br-].[Br-] (ZnBr2), [Zn+2].[Br-].[Br-] (ZnBr2). Yields the product C(CC=C)C1=CC=C(C#N)C=C1 (4-(3-Butenyl)benzonitrile). Starting materials: CI (methyl iodide), C([O-])(O)=O.[K+] (potassium bicarbonate), ClC1=C(C(=O)O)C=CC(=C1)O (2-chloro-4-hydroxybenzoic acid). Solvent: O (water), CN(C=O)C (dimethylformamide). Conditions: time 3 hour. Yields the product ClC1=C(C(=O)OC)C=CC(=C1)O (methyl 2-chloro-4-hydroxybenzoate). The yield is 82.7%. RXN SMILES: [Cl:1][C:2]1[CH:10]=[C:9]([OH:11])[CH:8]=[CH:7][C:3]=1[C:4]([OH:6])=[O:5].CI.[C:14](=O)(O)[O-].[K+]>CN(C)C=O.O>[Cl:1][C:2]1[CH:10]=[C:9]([OH:11])[CH:8]=[CH:7][C:3]=1[C:4]([O:6][CH3:14])=[O:5] |f:2.3|. Reported procedure: 1.9 g of 2-chloro-4-hydroxybenzoic acid was dissolved in 20 ml dimethylformamide, and 1.8 g of methyl iodide and 1.2 g of potassium bicarbonate were added, and the mixture was stirred at room temperature for 3 hours. The reaction solution was diluted with water and then extracted with ethyl acetate. The organic layer was successively washed with 1N hydrochloric acid and brine, dried over anhydrous magnesium sulfate and the solvent was evaporated. The residue was subjected to silica gel column ch... The reactants are N1=CC=C(C=C1)CCCC(=O)O (4-(4-pyridyl)butanoic acid), VIII, C(C)OC(C(C(=O)OCC)CCC1=CC=NC=C1)=O (2-(4-pyridyl)ethylmalonic acid diethyl ester), Cl (HCl). Product: N1CCC(CC1)CCCC(=O)O (4-(4-piperidyl)butanoic acid). As a reaction SMILES: C([O:3][C:4](=[O:19])[CH:5]([CH2:11][CH2:12][C:13]1[CH:18]=[CH:17][N:16]=[CH:15][CH:14]=1)C(OCC)=O)C.Cl.N1C=CC(CCCC(O)=O)=CC=1>>[NH:16]1[CH2:17][CH2:18][CH:13]([CH2:12][CH2:11][CH2:5][C:4]([OH:19])=[O:3])[CH2:14][CH2:15]1. Reported procedure: In an especially preferred preparation of VIII, 2-(4-pyridyl)ethylmalonic acid diethyl ester is taken up in aqueous acid, preferably aqueous HCl, and decarboxylated by heating at reflux. A catalyst as described above is then added to the resulting solution of 4-(4-pyridyl)butanoic acid XIII and the mixture is catalytically hydrogenated to give an aqueous solution of 4-(4-piperidyl)butanoic acid XIV. The catalyst is then filtered off, the acidic solution of XIV is made basic with aqueous alkoxide... Reactants: ClC=1C=C(C=C(C1OC=1C=NC2=CC=CC=C2C1)F)[N+](=O)[O-] (3-Chloro-5-fluoro-4-(quinolin-3-yloxy)nitrobenzene), [NH4+].[Cl-] (NH4Cl), O (H2O). Reagents/catalysts: [Fe] (iron). The solvent is CCO (EtOH). Yields the product ClC=1C=C(C=C(C1OC=1C=NC2=CC=CC=C2C1)F)N (3-Chloro-5-fluoro-4-(quinolin-3-yloxy)phenylamine). The yield is 47.3%. Reaction SMILES: [Cl:1][C:2]1[CH:3]=[C:4]([N+:20]([O-])=O)[CH:5]=[C:6]([F:19])[C:7]=1[O:8][C:9]1[CH:10]=[N:11][C:12]2[C:17]([CH:18]=1)=[CH:16][CH:15]=[CH:14][CH:13]=2.[NH4+].[Cl-].O>CCO.[Fe]>[Cl:1][C:2]1[CH:3]=[C:4]([NH2:20])[CH:5]=[C:6]([F:19])[C:7]=1[O:8][C:9]1[CH:10]=[N:11][C:12]2[C:17]([CH:18]=1)=[CH:16][CH:15]=[CH:14][CH:13]=2 |f:1.2|. Procedure details: To a solution of 3-chloro-5-fluoro-4-(quinolin-3-yloxy)nitrobenzene (50.1) (0.980 g) and NH4Cl (1.64 g) in EtOH(50 mL)—H2O (5 mL), was added iron powder (1.92 g). The mixture was heated to reflux for 1 h. After cooling the reaction mixture was filtered through short celite pad. The filtrate was concentrated, diluted with sat.NaHCO3 and extracted with AcOEt (30 mL×3). The combined organic layers were washed with brine and dried over Na2SO4. Concentration of solvent afford crude product, which was... Yields the product CN1CCN(C(=O)CCc2ccc3c(c2)sc2ncnc(Nc4ccc(OCc5cccc(F)c5)c(Cl)c4)c23)CC1. RXN SMILES: [CH3:36][N:37]1[CH2:38][CH2:39][NH:40][CH2:41][CH2:42]1.[CH3:43][N:44]1[CH2:45][CH2:46][O:47][CH2:48][CH2:49]1.[CH3:65][CH2:66][O:67][C:68]([CH3:69])=[O:70].[Cl:1][c:2]1[cH:3][c:4]([NH:17][c:18]2[c:19]3[c:20]([n:21][cH:22][n:23]2)[s:24][c:25]2[c:26]3[cH:27][cH:28][c:29]([CH2:31][CH2:32][C:33](=[O:34])[OH:35])[cH:30]2)[cH:5][cH:6][c:7]1[O:8][CH2:9][c:10]1[cH:11][c:12]([F:16])[cH:13][cH:14][cH:15]1.[O:60]=[CH:61][N:62]([CH3:63])[CH3:64].[OH2:71].[OH:50][n:51]1[c:52]2[cH:53][cH:54][cH:55][cH:56][c:57]2[n:58][n:59]1>>[Cl:1][c:2]1[cH:3][c:4]([NH:17][c:18]2[c:19]3[c:20]([n:21][cH:22][n:23]2)[s:24][c:25]2[c:26]3[cH:27][cH:28][c:29]([CH2:31][CH2:32][C:33](=[O:34])[N:40]3[CH2:39][CH2:38][N:37]([CH3:36])[CH2:42][CH2:41]3)[cH:30]2)[cH:5][cH:6][c:7]1[O:8][CH2:9][c:10]1[cH:11][c:12]([F:16])[cH:13][cH:14][cH:15]1. Starting materials: CN1CCNCC1, CN1CCOCC1, CCOC(C)=O, O=C(O)CCc1ccc2c(c1)sc1ncnc(Nc3ccc(OCc4cccc(F)c4)c(Cl)c3)c12, CN(C)C=O, O, On1nnc2ccccc21.